Dataset: the Open Reaction Database (ORD), a public repository of structured organic reaction records. Task: describe an organic reaction: reactants, conditions, products, and yield Starting materials: C(C)(C)(C)OC(=O)N[C@H](CC1=CC=CC=C1)C(=O)O (tert-butyloxycarbonyl-D-phenylalanine), NCCCN1CCOCC1 (N-(3-aminopropyl)-morpholine). Solvent: C1CCOC1 (THF). The product is N1(CCOCC1)CCCNC([C@H](NC(=O)OC(C)(C)C)CC1=CC=CC=C1)=O (ter-butyloxycarbonyl-D-phenylalanine-N-[3(morpholin-4-yl)propyl]amide). The yield is 91.1%. As a reaction SMILES: [C:1]([O:5][C:6]([NH:8][C@@H:9]([C:17]([OH:19])=O)[CH2:10][C:11]1[CH:16]=[CH:15][CH:14]=[CH:13][CH:12]=1)=[O:7])([CH3:4])([CH3:3])[CH3:2].[NH2:20][CH2:21][CH2:22][CH2:23][N:24]1[CH2:29][CH2:28][O:27][CH2:26][CH2:25]1>C1COCC1>[N:24]1([CH2:23][CH2:22][CH2:21][NH:20][C:17](=[O:19])[C@@H:9]([CH2:10][C:11]2[CH:12]=[CH:13][CH:14]=[CH:15][CH:16]=2)[NH:8][C:6]([O:5][C:1]([CH3:2])([CH3:3])[CH3:4])=[O:7])[CH2:29][CH2:28][O:27][CH2:26][CH2:25]1. Procedure details: To a solution in 15 ml of anhydrous THF of tert-butyloxycarbonyl-D-phenylalanine N-hydroxysuccinimmidyl ester (500 mg, 1.38 mmol), N-(3-aminopropyl)-morpholine (1.328 mmol, 0.201 ml) is added. The stirring is maintained for 90 min. The solvent is then evaporated, and the residue dissolved with AcOEt (50 ml); the organic phase is washed with NaHCO3 1M (3×50 ml), HCl 1M (3×50 ml), saturated aqueous solution of sodium chloride (3×50 ml). The solution dried on anhydrous Na2SO4. Following the evapora...